From a dataset of the Open Reaction Database (ORD), a public repository of structured organic reaction records. describe an organic reaction: reactants, conditions, products, and yield Starting materials: ketones, diglycerols, C(CCCCCCCCCCCCCCCCCCCCC)(=O)O (behenic acid), monoglycerides, OCC(O)CO (glycerol). Yields the product monoglycerides, CCCCCCCCCCCCCCCCCCCCCC(=O)OCC(CO)O (monobehenin). RXN SMILES: [C:1]([OH:24])(=[O:23])[CH2:2][CH2:3][CH2:4][CH2:5][CH2:6][CH2:7][CH2:8][CH2:9][CH2:10][CH2:11][CH2:12][CH2:13][CH2:14][CH2:15][CH2:16][CH2:17][CH2:18][CH2:19][CH2:20][CH2:21][CH3:22].[OH:25][CH2:26][CH:27]([CH2:29]O)[OH:28]>>[CH3:22][CH2:21][CH2:20][CH2:19][CH2:18][CH2:17][CH2:16][CH2:15][CH2:14][CH2:13][CH2:12][CH2:11][CH2:10][CH2:9][CH2:8][CH2:7][CH2:6][CH2:5][CH2:4][CH2:3][CH2:2][C:1]([O:24][CH2:29][CH:27]([OH:28])[CH2:26][OH:25])=[O:23]. Reported procedure: The preferred source of monoglycerides for use in the esterification process of the present invention is at least about 90%, and is preferably at least about 95%, pure monobehenin. This preferred monoglyceride can be obtained by hydrolysis of substantially completely hydrogenated (i.e., I.V. about 10 or less) high erucic acid rapeseed oil, solventless fractionation of the resulting fatty acid mixture to provide a behenic fatty acid-enriched fraction, and then esterification of glycerol with this... Starting materials: CC(C)O, CS(C)=O, FC(F)(F)c1c(-c2ccccc2)noc1-c1nc(-c2ccc(C3CO3)cc2)no1, O=C(O)CC1CNCCO1. Yields the product O=C(O)CC1CN(CC(O)c2ccc(-c3noc(-c4onc(-c5ccccc5)c4C(F)(F)F)n3)cc2)CCO1. As a reaction SMILES: [CH3:40][CH:41]([OH:42])[CH3:43].[CH3:44][S:45]([CH3:46])=[O:47].[O:1]1[CH:2]([c:4]2[cH:5][cH:6][c:7](-[c:10]3[n:11][o:12][c:13](-[c:15]4[c:16]([C:26]([F:27])([F:28])[F:29])[c:17](-[c:20]5[cH:21][cH:22][cH:23][cH:24][cH:25]5)[n:18][o:19]4)[n:14]3)[cH:8][cH:9]2)[CH2:3]1.[O:30]1[CH:31]([CH2:36][C:37](=[O:38])[OH:39])[CH2:32][NH:33][CH2:34][CH2:35]1>>[OH:1][CH:2]([CH2:3][N:33]1[CH2:32][CH:31]([CH2:36][C:37](=[O:38])[OH:39])[O:30][CH2:35][CH2:34]1)[c:4]1[cH:5][cH:6][c:7](-[c:10]2[n:11][o:12][c:13](-[c:15]3[c:16]([C:26]([F:27])([F:28])[F:29])[c:17](-[c:20]4[cH:21][cH:22][cH:23][cH:24][cH:25]4)[n:18][o:19]3)[n:14]2)[cH:8][cH:9]1. Reactants: C(C)(C)(C)C1=C(O)C(=CC(=C1)O)C(C)(C)C (2,6-di tert.butyl hydroquinone), FC(C(=O)OC(C(F)(F)F)=O)(F)F (trifluoroacetic acid anhydride), C(C=C)(=O)O (acrylic acid). The product is C(C=C)(=O)OC1=CC(=C(C(=C1)C(C)(C)C)O)C(C)(C)C (3,5-di tert.butyl-4-hydroxyphenyl acrylate), product. As a reaction SMILES: [C:1]([C:5]1[CH:11]=[C:10]([OH:12])[CH:9]=[C:8]([C:13]([CH3:16])([CH3:15])[CH3:14])[C:6]=1[OH:7])([CH3:4])([CH3:3])[CH3:2].FC(F)(F)C(OC(=O)C(F)(F)F)=O.[C:30](O)(=[O:33])[CH:31]=[CH2:32]>>[C:30]([O:12][C:10]1[CH:11]=[C:5]([C:1]([CH3:4])([CH3:3])[CH3:2])[C:6]([OH:7])=[C:8]([C:13]([CH3:16])([CH3:15])[CH3:14])[CH:9]=1)(=[O:33])[CH:31]=[CH2:32]. Procedure: 3,5-di tert.butyl-4-hydroxyphenyl acrylate was prepared by stirring a mixture of 22 grams of 2,6-di tert.butyl hydroquinone, 25.2 grams of trifluoroacetic acid anhydride, and 9.4 grams of acrylic acid for 4 hours at room temperature. The product was precipitated by adding 100 milliliters of water to the reaction mixture and was then filtered off and dried. After recrystallizing twice from hexane, there was obtained 13.3 grams of product of melting point 100° C. to 102° C. Procedure details: To a suspension of tert-butyl 5-(2-(3-aminophenyl)quinazolin-4-ylamino)-1H-indazole-1-carboxylate (20 mg, 0.044 mmol) and 1-(2,2,2-trifluoroacetyl)pyrrolidine-2-carbonyl chloride (880 μL, 0.088 mmol, 0.1M solution in CH2Cl2) was added Et3N (12 μL, 0.088 mmol), catalytic amount of DMAP, and CH2Cl2 (1 mL). The reaction mixture was stirred at RT for 2 h after which 2 equivalents each of 1-(2,2,2-trifluoroacetyl)pyrrolidine-2-carbonyl chloride and Et3N were added. Continued to stir at ambient temper... Conditions: time 16 hour. The reagents and catalysts are CN(C)C=1C=CN=CC1 (DMAP). The product is FC(C(=O)N1[C@H](CCC1)C(=O)NC=1C=C(C=CC1)C1=NC2=CC=CC=C2C(=N1)NC=1C=C2C=NN(C2=CC1)C(=O)OC(C)(C)C)(F)F (tert-butyl 5-(2-(3-((R)-1-(2,2,2-trifluoroacetyl)pyrrolidine-2-carboxamido)phenyl)quinazolin-4-ylamino)-1H-indazole-1-carboxylate). Run in CCN(CC)CC (Et3N), CCN(CC)CC (Et3N). Reaction SMILES: [NH2:1][C:2]1[CH:3]=[C:4]([C:8]2[N:17]=[C:16]([NH:18][C:19]3[CH:20]=[C:21]4[C:25](=[CH:26][CH:27]=3)[N:24]([C:28]([O:30][C:31]([CH3:34])([CH3:33])[CH3:32])=[O:29])[N:23]=[CH:22]4)[C:15]3[C:10](=[CH:11][CH:12]=[CH:13][CH:14]=3)[N:9]=2)[CH:5]=[CH:6][CH:7]=1.[F:35][C:36]([F:48])([F:47])[C:37]([N:39]1[CH2:43][CH2:42][CH2:41][CH:40]1[C:44](Cl)=[O:45])=[O:38].C(Cl)Cl>CN(C1C=CN=CC=1)C.CCN(CC)CC>[F:48][C:36]([F:35])([F:47])[C:37]([N:39]1[CH2:43][CH2:42][CH2:41][C@@H:40]1[C:44]([NH:1][C:2]1[CH:3]=[C:4]([C:8]2[N:17]=[C:16]([NH:18][C:19]3[CH:20]=[C:21]4[C:25](=[CH:26][CH:27]=3)[N:24]([C:28]([O:30][C:31]([CH3:34])([CH3:33])[CH3:32])=[O:29])[N:23]=[CH:22]4)[C:15]3[C:10](=[CH:11][CH:12]=[CH:13][CH:14]=3)[N:9]=2)[CH:5]=[CH:6][CH:7]=1)=[O:45])=[O:38]. The reactants are FC(C(=O)N1C(CCC1)C(=O)Cl)(F)F (1-(2,2,2-trifluoroacetyl)pyrrolidine-2-carbonyl chloride), NC=1C=C(C=CC1)C1=NC2=CC=CC=C2C(=N1)NC=1C=C2C=NN(C2=CC1)C(=O)OC(C)(C)C (tert-butyl 5-(2-(3-aminophenyl)quinazolin-4-ylamino)-1H-indazole-1-carboxylate), FC(C(=O)N1C(CCC1)C(=O)Cl)(F)F (1-(2,2,2-trifluoroacetyl)pyrrolidine-2-carbonyl chloride), C(Cl)Cl (CH2Cl2). The reactants are BrC=1C=CC(=NC1)[N+](=O)[O-] (5-bromo-2-nitropyridine), O=C1C[C@@H]2[C@H](CN1)CN(C2)C(=O)OC(C)(C)C (cis-tert-butyl 6-oxohexahydro-1H-pyrrolo[3,4-c]pyridine-2(3H)-carboxylate). Yields the product [N+](=O)([O-])C1=CC=C(C=N1)N1C[C@H]2[C@@H](CC1=O)CN(C2)C(=O)OC(C)(C)C (Cis-tert-butyl 5-(6-nitropyridin-3-yl)-6-oxohexahydro-1H-pyrrolo[3,4-c]pyridine-2(3H)-carboxylate). Isolated yield 85.0%. RXN SMILES: Br[C:2]1[CH:3]=[CH:4][C:5]([N+:8]([O-:10])=[O:9])=[N:6][CH:7]=1.[O:11]=[C:12]1[NH:17][CH2:16][C@@H:15]2[CH2:18][N:19]([C:21]([O:23][C:24]([CH3:27])([CH3:26])[CH3:25])=[O:22])[CH2:20][C@@H:14]2[CH2:13]1>>[N+:8]([C:5]1[N:6]=[CH:7][C:2]([N:17]2[C:12](=[O:11])[CH2:13][C@H:14]3[CH2:20][N:19]([C:21]([O:23][C:24]([CH3:27])([CH3:26])[CH3:25])=[O:22])[CH2:18][C@H:15]3[CH2:16]2)=[CH:3][CH:4]=1)([O-:10])=[O:9]. Procedure details: Following general N—C coupling procedure 1, 5-bromo-2-nitropyridine and cis-tert-butyl 6-oxohexahydro-1H-pyrrolo[3,4-c]pyridine-2(3H)-carboxylate were combined and gave after purification cis-tert-butyl 5-(6-nitropyridin-3-yl)-6-oxohexahydro-1H-pyrrolo[3,4-c]pyridine-2(3H)-carboxylate (1.0 g) in 85% yield. 1H NMR (400 MHz, CDCl3) δ ppm 8.58 (d, J=2.53 Hz, 1H), 8.28 (d, J=8.59 Hz, 1H), 8.07 (dd, J1=8.84, J2=2.27 Hz, 1H), 4.18-3.61 (m, 4H), 3.29 (m, 2H), 2.85 (m, 3H), 2.55 (m, 1H), 1.47 (s, 9H)